This data is from the Open Reaction Database (ORD), a public repository of structured organic reaction records. The task is: describe an organic reaction: reactants, conditions, products, and yield The reactants are ClC1=CC=C(C=C1)C=1N(C(NN1)=O)C1CC1 (5-(4-chlorophenyl)-4-cyclopropyl-2,4-dihydro-3H-1,2,4-triazol-3-one), C([O-])([O-])=O.[Cs+].[Cs+] (cesium carbonate), BrC1=C(CBr)C=CC=C1 (2-bromobenzyl bromide). Run in C(C)#N (acetonitrile). Product: BrC1=C(CN2N=C(N(C2=O)C2CC2)C2=CC=C(C=C2)Cl)C=CC=C1 (2-(2-Bromobenzyl)-5-(4-chlorophenyl)-4-cyclopropyl-2,4-dihydro-3H-1,2,4-triazol-3-one). Reaction SMILES: [Cl:1][C:2]1[CH:7]=[CH:6][C:5]([C:8]2[N:9]([CH:14]3[CH2:16][CH2:15]3)[C:10](=[O:13])[NH:11][N:12]=2)=[CH:4][CH:3]=1.C(=O)([O-])[O-].[Cs+].[Cs+].[Br:23][C:24]1[CH:31]=[CH:30][CH:29]=[CH:28][C:25]=1[CH2:26]Br>C(#N)C>[Br:23][C:24]1[CH:31]=[CH:30][CH:29]=[CH:28][C:25]=1[CH2:26][N:11]1[C:10](=[O:13])[N:9]([CH:14]2[CH2:16][CH2:15]2)[C:8]([C:5]2[CH:4]=[CH:3][C:2]([Cl:1])=[CH:7][CH:6]=2)=[N:12]1 |f:1.2.3|. Procedure: 1.04 g (4.41 mmol) of 5-(4-chlorophenyl)-4-cyclopropyl-2,4-dihydro-3H-1,2,4-triazol-3-one [preparation according to WO 2007/134862 Example 36A] and 2.16 g (6.62 mmol) of cesium carbonate were suspended in 35 ml of acetonitrile, and 1.32 g (5.30 mmol) of 2-bromobenzyl bromide were added. The mixture was stirred under reflux for 18 h. The precipitated solid was then filtered off and the filtrate was concentrated under reduced pressure. The solid that remained was stirred in about 50 ml of diethyl ... Reactants: C1(C=2C(C(N1)=O)=CC=CC2)=O (Phthalimide), Cl (hydrochloric acid), [Sn] (tin). The solvent is C(C)(=O)O (acetic acid). Yields the product C1(NCC2=CC=CC=C12)=O (2,3-dihydro-isoindol-1-one). Yield: 75.1%. Reaction SMILES: [C:1]1(=O)[NH:5][C:4](=[O:6])[C:3]2=[CH:7][CH:8]=[CH:9][CH:10]=[C:2]12.Cl.[Sn]>C(O)(=O)C>[C:4]1(=[O:6])[C:3]2[C:2](=[CH:10][CH:9]=[CH:8][CH:7]=2)[CH2:1][NH:5]1 |^3:12|. Procedure details: Phthalimide (1.47 g, 10 mmol) was added to a mixture of glacial acetic acid (15 mL), concentrated hydrochloric acid (7 mL), and tin powder (2.97 g). The slurry was heated at reflux for 2 h. After this time GC-MS indicated that the reaction was completed. The residual tin was removed by filtration and the majority of the acetic acid evaporated. The resulting creamy material was dissolved in dichloromethane (60 mL) and washed with water (10 mL) and saturated aqueous NaCl solution (15 mL). The resu... The reactants are BrC=1C=C(C=CC1)C1=CC=CC2=C1SC1=C2C=CC=C1 (4-(3-bromophenyl)dibenzo[b,d]thiophene), [I-].[Na+] (sodium iodide), CNC1C(CCCC1)NC (N1,N2-dimethylcyclohexane-1,2-diamine). Reagents/catalysts: [Cu]I (copper(I) iodide). Solvent: O1CCOCC1 (dioxane). Product: IC=1C=C(C=CC1)C1=CC=CC2=C1SC1=C2C=CC=C1 (4-(3-iodophenyl)dibenzo[b,d]thiophene). Yield: 91.2%. Reaction SMILES: Br[C:2]1[CH:3]=[C:4]([C:8]2[C:13]3[S:14][C:15]4[CH:20]=[CH:19][CH:18]=[CH:17][C:16]=4[C:12]=3[CH:11]=[CH:10][CH:9]=2)[CH:5]=[CH:6][CH:7]=1.[I-:21].[Na+].CNC1CCCCC1NC>[Cu]I.O1CCOCC1>[I:21][C:2]1[CH:3]=[C:4]([C:8]2[C:13]3[S:14][C:15]4[CH:20]=[CH:19][CH:18]=[CH:17][C:16]=4[C:12]=3[CH:11]=[CH:10][CH:9]=2)[CH:5]=[CH:6][CH:7]=1 |f:1.2|. Reported procedure: 4-(3-bromophenyl)dibenzo[b,d]thiophene (9.00 g, 26.5 mmol), sodium iodide (7.95 g, 53.1 mmol), copper(I) iodide (1.516 g, 7.96 mmol), and dioxane (265 ml) were added into a 500 mL 3-necked flask. N1,N2-dimethylcyclohexane-1,2-diamine (2.092 ml, 13.26 mmol) was added. The mixture was degassed by bubbling nitrogen for 30 minutes and the reaction mixture was heated and refluxed overnight. After completion of the reaction, the heating was stopped and the mixture was filtered through a pad of Celite®... The reactants are BrCC1OCCC(O1)C (2-bromomethyl-4-methyl-1,3-dioxane), CN (methylamine), [OH-].[Na+] (sodium hydroxide). Reaction conditions: temperature 50 celsius, time 6 hour. The product is CC1OC(OCC1)CNC (N-(4-methyl-1,3-dioxan-2-ylmethyl)methylamine). As a reaction SMILES: Br[CH2:2][CH:3]1[O:8][CH:7]([CH3:9])[CH2:6][CH2:5][O:4]1.[OH-].[Na+].[CH3:12][NH2:13]>>[CH3:9][CH:7]1[CH2:6][CH2:5][O:4][CH:3]([CH2:2][NH:13][CH3:12])[O:8]1 |f:1.2|. Reported procedure: 2-bromomethyl-4-methyl-1,3-dioxane (160 grams) and 40% aqueous methylamine (150 ml) were charged into a pressure vessel and agitated for a period of about 6 hours at a temperature of about 50° C. under autogeneous pressure. The reaction mixture was cooled to room temperature and sodium hydroxide (40 grams) was added. The reaction mixture was then extracted with methylene chloride. The extract was dried and the methylene chloride stripped off using a rotary evaporator to yield the desired product... Reactants: COC(=O)C12C(CCC2C1)=O (1-methoxycarbonyl-2-oxo-bicyclo[3.1.0]hexane), C(C)(=O)[O-].[K+] (potassium acetate), C(C)(=O)O (acetic acid), CS(=O)C (dimethylsulfoxide). The product is COC(=O)C1C(CCC1C(C)=O)=O (2-methoxycarbonyl-3-acetyl-cyclopentanone). As a reaction SMILES: C[O:2][C:3]([C:5]12CC1C[CH2:7][C:6]2=O)=O.[C:12]([O-:15])(=[O:14])[CH3:13].[K+].[C:17]([OH:20])(=O)[CH3:18].[CH3:21]S(C)=O>>[CH3:21][O:14][C:12]([CH:13]1[CH:7]([C:17](=[O:20])[CH3:18])[CH2:6][CH2:5][C:3]1=[O:2])=[O:15] |f:1.2|. Procedure: Tanomori et al., Biosci. Biotech. Biochem. 1995, 59: 2091-2093, discloses the reaction of 1-methoxycarbonyl-2-oxo-bicyclo[3.1.0]hexane with potassium acetate and acetic acid in dimethylsulfoxide at 90° C. (4 hours) to obtain 2-methoxycarbonyl-3-acetyl-cyclopentanone. The reference further discloses a formal total synthesis of (+)-carbovir by conversion of the cyclopentanone.